This data is from the Open Reaction Database (ORD), a public repository of structured organic reaction records. The task is: describe an organic reaction: reactants, conditions, products, and yield As a reaction SMILES: [C:1]([CH3:2])(=[O:3])[NH:4][c:5]1[cH:6][cH:7][c:8]([C:27](=[O:28])[O:29][CH2:30][CH3:31])[cH:9][c:10]1-[c:11]1[c:12]([CH3:26])[cH:13][c:14]([O:18][CH2:19][c:20]2[cH:21][cH:22][cH:23][cH:24][cH:25]2)[cH:15][c:16]1[CH3:17].[C:32].[CH3:34][CH2:35][OH:36].[Pd:33]>>[C:1]([CH3:2])(=[O:3])[NH:4][c:5]1[cH:6][cH:7][c:8]([C:27](=[O:28])[O:29][CH2:30][CH3:31])[cH:9][c:10]1-[c:11]1[c:12]([CH3:26])[cH:13][c:14]([OH:18])[cH:15][c:16]1[CH3:17]. The product is CCOC(=O)c1ccc(NC(C)=O)c(-c2c(C)cc(O)cc2C)c1. Starting materials: CCOC(=O)c1ccc(NC(C)=O)c(-c2c(C)cc(OCc3ccccc3)cc2C)c1, C, CCO, [Pd]. Reactants: COC(=O)CC(=O)OC, Nc1nc(CCl)nc2c1nc(O)n2Cc1ccccc1, [H-], [Na+], CN(C)C=O. Yields the product COC(=O)C(Cc1nc(N)c2nc(O)n(Cc3ccccc3)c2n1)C(=O)OC. Reaction SMILES: [C:1]([CH2:2][C:3](=[O:4])[O:5][CH3:6])(=[O:7])[O:8][CH3:9].[CH2:12]([c:13]1[cH:14][cH:15][cH:16][cH:17][cH:18]1)[n:19]1[c:20]2[n:21][c:22]([CH2:30][Cl:31])[n:23][c:24]([NH2:29])[c:25]2[n:26][c:27]1[OH:28].[H-:10].[Na+:11].[O:32]=[CH:33][N:34]([CH3:35])[CH3:36]>>[C:1]([CH:2]([C:3](=[O:4])[O:5][CH3:6])[CH2:30][c:22]1[n:21][c:20]2[n:19]([CH2:12][c:13]3[cH:14][cH:15][cH:16][cH:17][cH:18]3)[c:27]([OH:28])[n:26][c:25]2[c:24]([NH2:29])[n:23]1)(=[O:7])[O:8][CH3:9]. Reactants: C(=O)(Cl)Cl (phosgene), C1(=CC=CC=C1)C (toluene), FC(OC1=C(CN)C=CC=C1)(F)F (2-(trifluoromethoxy)benzyl amine), CN(C)C1=CC=CC2=C1C(=CC=C2)N(C)C (Proton sponge), solution. Run in C(Cl)Cl (methylene chloride). Reaction conditions: temperature 25 celsius, time 1 hour. The product is FC(OC1=C(CN=C=O)C=CC=C1)(F)F (2-(Trifluoromethoxy)benzylisocyanate). Reaction SMILES: [F:1][C:2]([F:13])([F:12])[O:3][C:4]1[CH:11]=[CH:10][CH:9]=[CH:8][C:5]=1[CH2:6][NH2:7].CN(C1C2C(N(C)C)=CC=CC=2C=CC=1)C.[C:30](Cl)(Cl)=[O:31].C1(C)C=CC=CC=1>C(Cl)Cl>[F:1][C:2]([F:12])([F:13])[O:3][C:4]1[CH:11]=[CH:10][CH:9]=[CH:8][C:5]=1[CH2:6][N:7]=[C:30]=[O:31]. Procedure details: To a methylene chloride solution of commercially available 2-(trifluoromethoxy)benzyl amine (2.81 mmol) at 0° C. was added solid Proton sponge (2.81 mmol) then a 20% solution of phosgene in toluene (2.81 mmol). The solution was stirred at 25° C. for 1 hour and then washed with 1N HCl (40 mL). The methylene chloride was then dried with sodium sulfate and evaporated. 1H-NMR (CDCl3): 7.5 ppm (d, 1H); 7.4 ppm (m, 2H); 7.3 ppm (d, 1H); 4.6 ppm (s, 2H). Starting materials: C(C)OC(C(C(=O)C)=CC1=CC(=CC=C1)[N+](=O)[O-])=O (2-(3-nitrobenzylidene)-acetoacetic acid ethyl ester), C1(C=2C(C(N1CCOC(\C=C(\C)/N)=O)=O)=CC=CC2)=O (3-amino-crotonic acid-(2-phthalimidoethyl)ester). Run in C(C)O (ethanol). Yields the product CC=1NC(=C(C(C1C(=O)OCC)C1=CC(=CC=C1)[N+](=O)[O-])C(=O)OCCN1C(C=2C(C1=O)=CC=CC2)=O)C (1,4-Dihydro-2,6-dimethyl-3-ethoxycarbonyl-4-(3-nitrophenyl)-5-(2-phthalimidoethoxy)carbonyl-pyridine). Isolated yield 89.0%. RXN SMILES: [CH2:1]([O:3][C:4](=[O:19])[C:5](=[CH:9][C:10]1[CH:15]=[CH:14][CH:13]=[C:12]([N+:16]([O-:18])=[O:17])[CH:11]=1)[C:6]([CH3:8])=O)[CH3:2].[C:20]1(=[O:39])[N:24]([CH2:25][CH2:26][O:27][C:28](=[O:33])/[CH:29]=[C:30](\[NH2:32])/[CH3:31])[C:23](=[O:34])[C:22]2=[CH:35][CH:36]=[CH:37][CH:38]=[C:21]12>C(O)C>[CH3:8][C:6]1[NH:32][C:30]([CH3:31])=[C:29]([C:28]([O:27][CH2:26][CH2:25][N:24]2[C:23](=[O:34])[C:22]3=[CH:35][CH:36]=[CH:37][CH:38]=[C:21]3[C:20]2=[O:39])=[O:33])[CH:9]([C:10]2[CH:15]=[CH:14][CH:13]=[C:12]([N+:16]([O-:18])=[O:17])[CH:11]=2)[C:5]=1[C:4]([O:3][CH2:1][CH3:2])=[O:19]. Reported procedure: Prepared by a method analogous to that of Example 1(a) from 15.80 g (60 mmol) of 2-(3-nitrobenzylidene)-acetoacetic acid ethyl ester and 16.46 g (60 mmol) of 3-amino-crotonic acid-(2-phthalimidoethyl)ester in ethanol. 27.75 g (89%) of yellow crystals melting at 194°-195° C. are obtained. The reactants are C(#N)C1=C(N(C2=NC(=CC(=C21)C)C)[C@H]2CCCC1=CC=CC=C21)/C=C/C(=O)O ((2E)-3-{3-cyano-4,6-dimethyl-1-[(1S)-1,2,3,4-tetrahydronaphthalen-1-yl]-1H-pyrrolo[2,3-b]pyridin-2-yl}prop-2-enoic acid), C(C(=O)Cl)(=O)Cl (oxalylchloride), Cl.OC1=C(C=C(CN)C=C1)OC (4-hydroxy-3-methoxybenzylamine hydrochloride), C(C)(C)N(CC)C(C)C (diisopropylethylamine). Solvent: C1CCOC1 (THF), CN(C)C=O (DMF), O (water), C1CCOC1 (THF). Reaction conditions: time 1 hour. Yields the product C(#N)C1=C(N(C2=NC(=CC(=C21)C)C)[C@H]2CCCC1=CC=CC=C21)/C=C/C(=O)NCC2=CC(=C(C=C2)O)OC ((2E)-3-{3-cyano-4,6-dimethyl-1-[(1S)-1,2,3,4-tetrahydronaphthalen-1-yl]-1H-pyrrolo[2,3-b]pyridin-2-yl}-N-(4-hydroxy-3-methoxybenzyl)prop-2-enamide). As a reaction SMILES: [C:1]([C:3]1[C:11]2[C:6](=[N:7][C:8]([CH3:13])=[CH:9][C:10]=2[CH3:12])[N:5]([C@@H:14]2[C:23]3[C:18](=[CH:19][CH:20]=[CH:21][CH:22]=3)[CH2:17][CH2:16][CH2:15]2)[C:4]=1/[CH:24]=[CH:25]/[C:26]([OH:28])=O)#[N:2].C(Cl)(=O)C(Cl)=O.Cl.[OH:36][C:37]1[CH:44]=[CH:43][C:40]([CH2:41][NH2:42])=[CH:39][C:38]=1[O:45][CH3:46].C(N(C(C)C)CC)(C)C>C1COCC1.O.CN(C=O)C>[C:1]([C:3]1[C:11]2[C:6](=[N:7][C:8]([CH3:13])=[CH:9][C:10]=2[CH3:12])[N:5]([C@@H:14]2[C:23]3[C:18](=[CH:19][CH:20]=[CH:21][CH:22]=3)[CH2:17][CH2:16][CH2:15]2)[C:4]=1/[CH:24]=[CH:25]/[C:26]([NH:42][CH2:41][C:40]1[CH:43]=[CH:44][C:37]([OH:36])=[C:38]([O:45][CH3:46])[CH:39]=1)=[O:28])#[N:2] |f:2.3|. Reported procedure: To a solution of (2E)-3-{3-cyano-4,6-dimethyl-1-[(1S)-1,2,3,4-tetrahydronaphthalen-1-yl]-1H-pyrrolo[2,3-b]pyridin-2-yl}prop-2-enoic acid (300 mg, 0.808 mmol) in THF (3 ml) were added DMF (0.03 ml) and oxalylchloride (0.0846 ml, 0.970 mmol), the mixture was stirred at room temperature for 1 hour and the solvent was distilled off under reduced pressure. The residue was added under ice-cooling to a solution of 4-hydroxy-3-methoxybenzylamine hydrochloride (183 mg, 0.968 mmol), diisopropylethylamine ... Reactants: CCO, CCCOc1ccc(S(=O)(=O)Cl)cc1C(N)=O, O, O=S(=O)(O)O, [Zn]. Yields the product CCCOc1ccc(S)cc1C(N)=O. As a reaction SMILES: [CH3:23][CH2:24][OH:25].[Cl:1][S:2](=[O:3])(=[O:4])[c:5]1[cH:6][cH:7][c:8]([O:14][CH2:15][CH2:16][CH3:17])[c:9]([C:10](=[O:11])[NH2:12])[cH:13]1.[OH2:27].[S:18](=[O:19])(=[O:20])([OH:21])[OH:22].[Zn:26]>>[SH:2][c:5]1[cH:6][cH:7][c:8]([O:14][CH2:15][CH2:16][CH3:17])[c:9]([C:10](=[O:11])[NH2:12])[cH:13]1.